Dataset: the Open Reaction Database (ORD), a public repository of structured organic reaction records. Task: describe an organic reaction: reactants, conditions, products, and yield The reactants are C1(CCCCC1)N(C(OCCl)=O)C (chloromethyl N-cyclohexyl-N-methylcarbamate), O[C@H](C)[C@@H]1[C@@H]2N(C(=C([C@@H]2C)S\C=C/C2=C(N=CS2)CO)C(=O)[O-])C1=O.[Na+] (sodium (1R,5S,6S)-6-((1R)-1-hydroxyethyl)-2-[[(Z)-2-(4-hydroxymethyl-thiazol-5-yl)ethen-1-yl]thio]-1-methyl-1-carbapen-2-em-3-carboxylate). The product is O[C@H](C)[C@@H]1[C@@H]2N(C(=C([C@@H]2C)S\C=C/C2=C(N=CS2)CO)C(=O)OCOC(=O)N(C)C2CCCCC2)C1=O (N-Cyclohexyl-N-methylaminocarbonyloxymethyl (1R,5S,6S)-6-((1R)-1-hydroxyethyl)-2-[[(Z)-2-(4-hydroxymethylthiazol-5-yl)ethen-1-yl]thio]-1-methyl-1-carbapen-2-em-3-carboxylate). The yield is 60.5%. As a reaction SMILES: [CH:1]1([N:7]([CH3:13])[C:8](=[O:12])[O:9][CH2:10]Cl)[CH2:6][CH2:5][CH2:4][CH2:3][CH2:2]1.[OH:14][C@@H:15]([C@H:17]1[C:37](=[O:38])[N:19]2[C:20]([C:34]([O-:36])=[O:35])=[C:21]([S:24]/[CH:25]=[CH:26]\[C:27]3[S:31][CH:30]=[N:29][C:28]=3[CH2:32][OH:33])[C@H:22]([CH3:23])[C@H:18]12)[CH3:16].[Na+]>>[OH:14][C@@H:15]([C@H:17]1[C:37](=[O:38])[N:19]2[C:20]([C:34]([O:36][CH2:10][O:9][C:8]([N:7]([CH:1]3[CH2:6][CH2:5][CH2:4][CH2:3][CH2:2]3)[CH3:13])=[O:12])=[O:35])=[C:21]([S:24]/[CH:25]=[CH:26]\[C:27]3[S:31][CH:30]=[N:29][C:28]=3[CH2:32][OH:33])[C@H:22]([CH3:23])[C@H:18]12)[CH3:16] |f:1.2|. Reported procedure: In the same manner as in step b) in Example 125, 165 mg of the title compound was prepared from 122 mg of chloromethyl N-cyclohexyl-N-methylcarbamate and 200 mg of sodium (1R,5S,6S)-6-((1R)-1-hydroxyethyl)-2-[[(Z)-2-(4-hydroxymethyl-thiazol-5-yl)ethen-1-yl]thio]-1-methyl-1-carbapen-2-em-3-carboxylate. The reactants are CC1=NN=NN1C1=CC=C(C=C1)O (4-(5-methyl-tetrazol-1-yl)-phenol), ClC1=C2C(=NC=N1)N(N=C2)[C@@H]2CC[C@H](CC2)C2=NC(=NO2)C(C)C (4-chloro-1-[4-(3-isopropyl-[1,2,4]oxadiazol-5-yl)-trans-cyclohexyl]-1H-pyrazolo[3,4-d]pyrimidine), ClC1=C2C(=NC=N1)N(N=C2)[C@@H]2CC[C@H](CC2)C2=NC(=NO2)C(C)C (4-chloro-1-[4-(3-isopropyl-[1,2,4]oxadiazol-5-yl)-trans-cyclohexyl]-1H-pyrazolo[3,4-d]pyrimidine), C([O-])([O-])=O.[K+].[K+] (potassium carbonate). Solvent: CN(C=O)C (dimethylformamide). Reaction conditions: temperature 180 celsius. Yields the product C(C)(C)C1=NOC(=N1)[C@@H]1CC[C@H](CC1)N1N=CC=2C1=NC=NC2OC2=CC=C(C=C2)N2N=NN=C2C (1-[4-(3-isopropyl-[1,2,4]oxadiazol-5-yl)-trans-cyclohexyl]-4-[4-(5-methyl-tetrazol-1-yl)-phenoxy]-1H-pyrazolo[3,4-d]pyrimidine). The yield is 41.1%. As a reaction SMILES: [CH3:1][C:2]1[N:6]([C:7]2[CH:12]=[CH:11][C:10]([OH:13])=[CH:9][CH:8]=2)[N:5]=[N:4][N:3]=1.Cl[C:15]1[N:20]=[CH:19][N:18]=[C:17]2[N:21]([C@H:24]3[CH2:29][CH2:28][C@H:27]([C:30]4[O:34][N:33]=[C:32]([CH:35]([CH3:37])[CH3:36])[N:31]=4)[CH2:26][CH2:25]3)[N:22]=[CH:23][C:16]=12.C(=O)([O-])[O-].[K+].[K+]>CN(C)C=O>[CH:35]([C:32]1[N:31]=[C:30]([C@H:27]2[CH2:28][CH2:29][C@H:24]([N:21]3[C:17]4=[N:18][CH:19]=[N:20][C:15]([O:13][C:10]5[CH:11]=[CH:12][C:7]([N:6]6[C:2]([CH3:1])=[N:3][N:4]=[N:5]6)=[CH:8][CH:9]=5)=[C:16]4[CH:23]=[N:22]3)[CH2:25][CH2:26]2)[O:34][N:33]=1)([CH3:37])[CH3:36] |f:2.3.4|. Procedure details: A mixture of 4-(5-methyl-tetrazol-1-yl)-phenol (Chembridge Corporation, San Diego, Calif., USA; 76 mg, 0.43 mmol), 4-chloro-1-[4-(3-isopropyl-[1,2,4]oxadiazol-5-yl)-trans-cyclo-hexyl]-1H-pyrazolo[3,4-d]pyrimidine (Intermediate 26; 150 mg, 0.43 mmol), and potassium carbonate (72 mg, 0.52 mmol) in dimethylformamide (5 mL) was heated in a microwave at 180° C. for 10 min. The mixture was filtered. The filtrate was concentrated and purified using a Supelco 23 g column, eluting with 0-3% methanol/dich...